From a dataset of the Open Reaction Database (ORD), a public repository of structured organic reaction records. describe an organic reaction: reactants, conditions, products, and yield Product: COC(C1=C(C(=CC=C1)Cl)CC#N)=O (3-chloro-2-cyanomethylbenzoic acid methyl ester). Starting materials: COC(C1=C(C(=CC=C1)Cl)CBr)=O (2-bromomethyl-3-chlorobenzoic acid methyl ester), [C-]#N.[Na+] (sodium cyanide). Conditions: temperature 55 celsius, time 1.5 hour. Solvent: CCOCC (ether), O (water), CN(C)C=O (DMF). The yield is 61.2%. Reaction SMILES: [CH3:1][O:2][C:3](=[O:13])[C:4]1[CH:9]=[CH:8][CH:7]=[C:6]([Cl:10])[C:5]=1[CH2:11]Br.[C-:14]#[N:15].[Na+]>CN(C=O)C.CCOCC.O>[CH3:1][O:2][C:3](=[O:13])[C:4]1[CH:9]=[CH:8][CH:7]=[C:6]([Cl:10])[C:5]=1[CH2:11][C:14]#[N:15] |f:1.2|. Reported procedure: To a solution of crude 2-bromomethyl-3-chlorobenzoic acid methyl ester (30.4 mmol) in DMF (60 mL), was added finely powdered sodium cyanide (2.22 g, 45 mmol). The reaction mixture turned brown rapidly, and became warm. The dark suspension was then immersed in an oil bath held at 55° C. The reaction mixture was allowed to stir at 55° C. for 1.5 hours, at which time heating was discontinued, and the reaction was allowed to cool to ambient temperature. After stirring at ambient temperature for 16 h... Conditions: time 30 minute. Starting materials: COC(CC1=CC(=NC(=C1)C1=CC=C(C=C1)C(F)(F)F)C1=CC(=CC(=C1)C(F)(F)F)C(F)(F)F)=O ([2-(3,5-bis-trifluoromethyl-phenyl)-6-(4-trifluoromethyl-phenyl)-pyridin-4-yl]-acetic acid methyl ester), C[Si](C)(C)[N-][Si](C)(C)C.[K+] (potassium bis(trimethylsilyl)amide), BrCC(=C)C (3-bromo-2-methylpropene). Isolated yield 50.5%. Run in C1CCOC1 (THF). Reported procedure: To a solution of [2-(3,5-bis-trifluoromethyl-phenyl)-6-(4-trifluoromethyl-phenyl)-pyridin-4-yl]-acetic acid methyl ester (150 mg, 0.3 mmol) in THF (5 mL) at −78° C. under argon was added potassium bis(trimethylsilyl)amide (0.5 M solution in toluene, 600 μL, 0.3 mmol). After stirring for 30 minutes, 3-bromo-2-methylpropene (40 mg, 0.3 mmol) was added and stirred for an additional 30 minutes. The reaction mixture was allowed to warm up slowly and stirred for another 30 minutes at 0° C. The mixture... Product: COC(C(CC(=C)C)C1=CC(=NC(=C1)C1=CC=C(C=C1)C(F)(F)F)C1=CC(=CC(=C1)C(F)(F)F)C(F)(F)F)=O (2-[2-(3,5-Bis-trifluoromethyl-phenyl)-6-(4-trifluoromethyl-phenyl)-pyridin-4-yl]-4-methyl-pent-4-enoic acid methyl ester). RXN SMILES: [CH3:1][O:2][C:3](=[O:35])[CH2:4][C:5]1[CH:10]=[C:9]([C:11]2[CH:16]=[CH:15][C:14]([C:17]([F:20])([F:19])[F:18])=[CH:13][CH:12]=2)[N:8]=[C:7]([C:21]2[CH:26]=[C:25]([C:27]([F:30])([F:29])[F:28])[CH:24]=[C:23]([C:31]([F:34])([F:33])[F:32])[CH:22]=2)[CH:6]=1.C[Si]([N-][Si](C)(C)C)(C)C.[K+].Br[CH2:47][C:48]([CH3:50])=[CH2:49]>C1COCC1>[CH3:1][O:2][C:3](=[O:35])[CH:4]([C:5]1[CH:10]=[C:9]([C:11]2[CH:16]=[CH:15][C:14]([C:17]([F:19])([F:20])[F:18])=[CH:13][CH:12]=2)[N:8]=[C:7]([C:21]2[CH:22]=[C:23]([C:31]([F:33])([F:34])[F:32])[CH:24]=[C:25]([C:27]([F:28])([F:29])[F:30])[CH:26]=2)[CH:6]=1)[CH2:49][C:48]([CH3:50])=[CH2:47] |f:1.2|. As a reaction SMILES: [CH3:26][C:27]#[N:28].[CH3:29][CH2:30][CH2:31][CH2:32][CH2:33][CH3:34].[Cl:19][Si:20]([CH3:21])([CH3:22])[CH3:23].[I-:25].[Na+:24].[OH2:35].[OH:1][C:2]([CH2:3][CH2:4][CH2:5][C:6]#[N:7])([CH3:8])[c:9]1[cH:10][c:11]([C:15]([F:16])([F:17])[F:18])[cH:12][cH:13][cH:14]1>>[CH:2]([CH2:3][CH2:4][CH2:5][C:6]#[N:7])([CH3:8])[c:9]1[cH:10][c:11]([C:15]([F:16])([F:17])[F:18])[cH:12][cH:13][cH:14]1. Reactants: CC#N, CCCCCC, C[Si](C)(C)Cl, [I-], [Na+], O, CC(O)(CCCC#N)c1cccc(C(F)(F)F)c1. The product is CC(CCCC#N)c1cccc(C(F)(F)F)c1. Starting materials: NC1=NC(=C(C(=O)OC)C=C1Cl)C1=CC(=CC=C1)F (methyl 6-amino-5-chloro-2-(3-fluorophenyl)nicotinate), ClCC=O (chloroactaldehyde), O (water). Solvent: C(C)O (ethanol). Product: ClC=1C=2N(C(=C(C1)C(=O)OC)C1=CC(=CC=C1)F)C=CN2 (Methyl 8-chloro-5-(3-fluorophenyl)imidazo[1,2-a]pyridine-6-carboxylate). Yield: 87.0%. RXN SMILES: [NH2:1][C:2]1[C:11]([Cl:12])=[CH:10][C:5]([C:6]([O:8][CH3:9])=[O:7])=[C:4]([C:13]2[CH:18]=[CH:17][CH:16]=[C:15]([F:19])[CH:14]=2)[N:3]=1.Cl[CH2:21][CH:22]=O.O>C(O)C>[Cl:12][C:11]1[C:2]2[N:3]([CH:21]=[CH:22][N:1]=2)[C:4]([C:13]2[CH:18]=[CH:17][CH:16]=[C:15]([F:19])[CH:14]=2)=[C:5]([C:6]([O:8][CH3:9])=[O:7])[CH:10]=1. Reported procedure: A solution of methyl 6-amino-5-chloro-2-(3-fluorophenyl)nicotinate (0.19 g, 0.66 mmol) in ethanol (4 mL) at 60° C. was treated with 50 wt % chloroactaldehyde in water (0.34 mL, 2.6 mmol) dropwise. The reaction mixture was stirred at reflux for 2 hours. The reaction mixture was concentrated and purified by flash column chromatography with ethyl acetate in hexanes (0-60%) to give the desired product (180 mg, 87%). LCMS calculated for C15H11ClFN2O2 (M+H)+: m/z=305.0. found: 304.8. The reactants are i-Amylnitrite, ClC1=C(N)C=CC(=C1)[N+](=O)[O-] (2-chloro-4-nitroaniline), ClC1=CC=CC=C1 (chlorobenzene). Reaction conditions: temperature 120 celsius, time 12 hour. The product is ClC1=C(C=CC(=C1)[N+](=O)[O-])C1=CC=C(C=C1)Cl (2,4'-dichloro-4-nitro-biphenyl), ClC1=C(C=CC(=C1)N)C1=CC=C(C=C1)Cl (2,4'-Dichloro-4-amino-biphenyl). Isolated yield 98.0%. As a reaction SMILES: [Cl:1][C:2]1[CH:8]=[C:7]([N+:9]([O-:11])=[O:10])[CH:6]=[CH:5][C:3]=1N.[Cl:12][C:13]1[CH:18]=[CH:17][CH:16]=[CH:15][CH:14]=1>>[Cl:1][C:2]1[CH:8]=[C:7]([N+:9]([O-:11])=[O:10])[CH:6]=[CH:5][C:3]=1[C:16]1[CH:17]=[CH:18][C:13]([Cl:12])=[CH:14][CH:15]=1.[Cl:1][C:2]1[CH:8]=[C:7]([NH2:9])[CH:6]=[CH:5][C:3]=1[C:16]1[CH:17]=[CH:18][C:13]([Cl:12])=[CH:14][CH:15]=1. Procedure details: 2,4'-dichloro-4-nitro-biphenyl was prepared by dissolving 2-chloro-4-nitroaniline (2.6 g, 15 mmol) in chlorobenzene (20 mL, 200 mmol), heated to 120° C. under a nitrogen atmosphere. i-Amylnitrite (3.4 mL, 25 mmol) was added to the solution slowly over 1 h via a syringe pump and canula. After stirring for 12 h the reaction mixture was cooled to ambient temperature and the excess chlorobenzene was removed in vacuo. The residue after evaporation was chromatographed by filtration through silica gel ...